Dataset: the Open Reaction Database (ORD), a public repository of structured organic reaction records. Task: describe an organic reaction: reactants, conditions, products, and yield Reactants: IC1=C(C=CC=C1)OC (1-iodo-2-methoxybenzene), N1CCOCC1 (morpholine), CC1(C2=C(C(=CC=C2)P(C3=CC=CC=C3)C4=CC=CC=C4)OC5=C(C=CC=C51)P(C6=CC=CC=C6)C7=CC=CC=C7)C (Xantphos), C(C)(C)(C)O[Na] (t-BuONa). Reagents/catalysts: C=1C=CC(=CC1)/C=C/C(=O)/C=C/C2=CC=CC=C2.C=1C=CC(=CC1)/C=C/C(=O)/C=C/C2=CC=CC=C2.C=1C=CC(=CC1)/C=C/C(=O)/C=C/C2=CC=CC=C2.[Pd].[Pd] (Pd2(dba)3). Solvent: O1CCOCC1 (dioxane). Product: COC1=C(C=CC=C1)N1CCOCC1 (4-(2-methoxyphenyl)morpholine). Isolated yield 70.0%. RXN SMILES: I[C:2]1[CH:7]=[CH:6][CH:5]=[CH:4][C:3]=1[O:8][CH3:9].[NH:10]1[CH2:15][CH2:14][O:13][CH2:12][CH2:11]1.CC1(C)C2C(=C(P(C3C=CC=CC=3)C3C=CC=CC=3)C=CC=2)OC2C(P(C3C=CC=CC=3)C3C=CC=CC=3)=CC=CC1=2.C(O[Na])(C)(C)C>O1CCOCC1.C1C=CC(/C=C/C(/C=C/C2C=CC=CC=2)=O)=CC=1.C1C=CC(/C=C/C(/C=C/C2C=CC=CC=2)=O)=CC=1.C1C=CC(/C=C/C(/C=C/C2C=CC=CC=2)=O)=CC=1.[Pd].[Pd]>[CH3:9][O:8][C:3]1[CH:4]=[CH:5][CH:6]=[CH:7][C:2]=1[N:10]1[CH2:15][CH2:14][O:13][CH2:12][CH2:11]1 |f:5.6.7.8.9|. Procedure: To a solution of 1-iodo-2-methoxybenzene (1 g, 4.28 mmol) in dioxane (10 mL) was added morpholine (446.8 mg, 5.12 mmol), Pd2(dba)3 (100 mg, 0.1 mmol), Xantphos (200 mg, 0.3 mmol) and t-BuONa (671 mg, 6.0 mmol). Under a N2 atmosphere the reaction mixture was heated at reflux temperature for 16 h. The solvent was then removed and the residue dissolved in ethyl acetate and washed with water. The separated organic layer was concentrated to give the crude product which was used in next step without f... The reactants are [Si](C)(C)(C(C)(C)C)OCC=1SSC(=CC1)COC1=CC(=CC=C1)N(C)C (3-[(tert-butyldimethylsilyloxy)methyl]-6-[[3-(N,N-dimethylamino)-phenyloxy]methyl]-1,2-dithiin), [F-].C(CCC)[N+](CCCC)(CCCC)CCCC (tetrabutylammonium fluoride). Run in C1CCOC1 (THF), C1CCOC1 (THF), C(C)(=O)O (acetic acid). Reaction conditions: time 3 hour. The product is OCC=1SSC(=CC1)COC1=CC(=CC=C1)N(C)C (3-(Hydroxymethyl)-6-[[3-(N,N-dimethylamino)phenyloxy]methyl]-1,2-dithiin). Isolated yield 84.0%. RXN SMILES: [Si]([O:8][CH2:9][C:10]1[S:11][S:12][C:13]([CH2:16][O:17][C:18]2[CH:23]=[CH:22][CH:21]=[C:20]([N:24]([CH3:26])[CH3:25])[CH:19]=2)=[CH:14][CH:15]=1)(C(C)(C)C)(C)C.[F-].C([N+](CCCC)(CCCC)CCCC)CCC>C1COCC1.C(O)(=O)C>[OH:8][CH2:9][C:10]1[S:11][S:12][C:13]([CH2:16][O:17][C:18]2[CH:23]=[CH:22][CH:21]=[C:20]([N:24]([CH3:26])[CH3:25])[CH:19]=2)=[CH:14][CH:15]=1 |f:1.2|. Reported procedure: To a stirred solution of the 3-[(tert-butyldimethylsilyloxy)methyl]-6-[[3-(N,N-dimethylamino)-phenyloxy]methyl]-1,2-dithiin obtained above (100 mg, 0.24 mmol) in 2 mL THF was added a mixture of 2.4 mL of 1M tetrabutylammonium fluoride in THF and 1.4 mL of acetic acid. The reation mixture was stirred for 3 h until TLC analysis showed the reaction to be complete, then concentrated in vacuo. The residue was partitioned between 40 mL of water and 60 mL ethyl acetate. The organic phase was washed wit...